Dataset: the Open Reaction Database (ORD), a public repository of structured organic reaction records. Task: describe an organic reaction: reactants, conditions, products, and yield Starting materials: O=C([O-])[O-], O=[N+]([O-])c1ccc(F)c(F)c1, [K+], [K+], CN(C)C=O, O, Oc1cc(Cl)ccc1Cl. Product: O=[N+]([O-])c1ccc(Oc2cc(Cl)ccc2Cl)c(F)c1. Reaction SMILES: [C:21](=[O:22])([O-:23])[O-:24].[F:1][c:2]1[cH:3][c:4]([N+:9](=[O:10])[O-:11])[cH:5][cH:6][c:7]1[F:8].[K+:25].[K+:26].[O:28]=[CH:29][N:30]([CH3:31])[CH3:32].[OH2:27].[OH:12][c:13]1[cH:14][c:15]([Cl:16])[cH:17][cH:18][c:19]1[Cl:20]>>[F:1][c:2]1[cH:3][c:4]([N+:9](=[O:10])[O-:11])[cH:5][cH:6][c:7]1[O:12][c:13]1[cH:14][c:15]([Cl:16])[cH:17][cH:18][c:19]1[Cl:20].